This data is from the Open Reaction Database (ORD), a public repository of structured organic reaction records. The task is: describe an organic reaction: reactants, conditions, products, and yield Reactants: COCOC1=CC=C(C=C1)C(C1=C(NC2=CC=CC=C12)S(=O)(=O)N1CCCCC1)C1=CC=C(C=C1)OCOC (3-{Bis[4-(methoxymethoxy)phenyl]methyl}-2-(piperidinosulfonyl)indole), Cl.CN(CCCl)C (2-dimethylaminoethylchloride hydrochloride). Product: COCOC1=CC=C(C=C1)C(C1=C(N(C2=CC=CC=C12)CCN(C)C)S(=O)(=O)N1CCCCC1)C1=CC=C(C=C1)OCOC (3-{Bis[4-(methoxymethoxy)phenyl]methyl}-1-(2-dimethylaminoethyl)-2-(piperidinosulfonyl)indole). Procedure: Substantially the same procedure as in Example 243 was repeated using Compound 244 (1.32 g, 2.40 mmol) obtained in Example 245 and 2-dimethylaminoethylchloride hydrochloride (345 mg, 2.40 mmol) to give 1.1 g (yield: 74%) of the title compound. Isolated yield 73.7%. RXN SMILES: [CH3:1][O:2][CH2:3][O:4][C:5]1[CH:10]=[CH:9][C:8]([CH:11]([C:30]2[CH:35]=[CH:34][C:33]([O:36][CH2:37][O:38][CH3:39])=[CH:32][CH:31]=2)[C:12]2[C:20]3[C:15](=[CH:16][CH:17]=[CH:18][CH:19]=3)[NH:14][C:13]=2[S:21]([N:24]2[CH2:29][CH2:28][CH2:27][CH2:26][CH2:25]2)(=[O:23])=[O:22])=[CH:7][CH:6]=1.Cl.[CH3:41][N:42]([CH3:46])[CH2:43][CH2:44]Cl>>[CH3:1][O:2][CH2:3][O:4][C:5]1[CH:10]=[CH:9][C:8]([CH:11]([C:30]2[CH:35]=[CH:34][C:33]([O:36][CH2:37][O:38][CH3:39])=[CH:32][CH:31]=2)[C:12]2[C:20]3[C:15](=[CH:16][CH:17]=[CH:18][CH:19]=3)[N:14]([CH2:44][CH2:43][N:42]([CH3:46])[CH3:41])[C:13]=2[S:21]([N:24]2[CH2:25][CH2:26][CH2:27][CH2:28][CH2:29]2)(=[O:22])=[O:23])=[CH:7][CH:6]=1 |f:1.2|.